Dataset: the Open Reaction Database (ORD), a public repository of structured organic reaction records. Task: describe an organic reaction: reactants, conditions, products, and yield Starting materials: CN1CCOCC1, CCOC(C)=O, CN(C)C=O, CC(C)(C)OC(=O)NC(CSC(CN)c1cccs1)C(=O)O, O, [N-]=[N+]=NP(=O)(c1ccccc1)c1ccccc1. The product is CC(C)(C)OC(=O)NC1CSC(c2cccs2)CNC1=O. As a reaction SMILES: [CH3:23][N:24]1[CH2:25][CH2:26][O:27][CH2:28][CH2:29]1.[CH3:47][CH2:48][O:49][C:50](=[O:51])[CH3:52].[CH3:53][N:54]([CH3:55])[CH:56]=[O:57].[NH2:1][CH2:2][CH:3]([c:4]1[s:5][cH:6][cH:7][cH:8]1)[S:9][CH2:10][CH:11]([NH:12][C:13](=[O:14])[O:15][C:16]([CH3:17])([CH3:18])[CH3:19])[C:20](=[O:21])[OH:22].[OH2:58].[c:30]1([P:31]([N:32]=[N+:33]=[N-:34])([c:35]2[cH:36][cH:37][cH:38][cH:39][cH:40]2)=[O:41])[cH:42][cH:43][cH:44][cH:45][cH:46]1>>[NH:1]1[CH2:2][CH:3]([c:4]2[s:5][cH:6][cH:7][cH:8]2)[S:9][CH2:10][CH:11]([NH:12][C:13](=[O:14])[O:15][C:16]([CH3:17])([CH3:18])[CH3:19])[C:20]1=[O:22].